From a dataset of the Open Reaction Database (ORD), a public repository of structured organic reaction records. describe an organic reaction: reactants, conditions, products, and yield Reactants: C1(=CC=CC=C1)C=1C=C(SC1C(F)(F)F)C1=NC(=NO1)C=1C=C2C=CNC2=CC1 (5-{5-[4-Phenyl-5-(trifluoromethyl)-2-thienyl]-1,2,4-oxadiazol-3-yl}-1H-indole), C1CC(=O)N(C1=O)Cl (NCS). Yield: 16.6%. Product: ClC1=CNC2=CC=C(C=C12)C1=NOC(=N1)C=1SC(=C(C1)C1=CC=CC=C1)C(F)(F)F (3-Chloro-5-{5-[4-phenyl-5-(trifluoromethyl)-2-thienyl]-1,2,4-oxadiazol-3-yl}-1H-indole). Run in C(Cl)Cl (DCM). Procedure details: D2 (200 mg) and NCS (65 mg) were dissolved in DCM (5 ml) and stirred overnight at room temperature. The reaction mixture was then partitioned between DCM and H2O. The DCM solution was evaporated to dryness and purified on a Biotage silica cartridge, eluting with a 25-75% mixture of diethyl ether in hexane. This gave the title compound (36 mg) as a brown solid. A second batch of the title compound was also obtained from this purification (86 mg) as a brown solid. δH (CDCl3, 400 MHz): 7.28 (1H, m)... Reaction conditions: time 8 hour. Reaction SMILES: [C:1]1([C:7]2[CH:8]=[C:9]([C:16]3[O:20][N:19]=[C:18]([C:21]4[CH:22]=[C:23]5[C:27](=[CH:28][CH:29]=4)[NH:26][CH:25]=[CH:24]5)[N:17]=3)[S:10][C:11]=2[C:12]([F:15])([F:14])[F:13])[CH:6]=[CH:5][CH:4]=[CH:3][CH:2]=1.C1C(=O)N([Cl:37])C(=O)C1>C(Cl)Cl>[Cl:37][C:24]1[C:23]2[C:27](=[CH:28][CH:29]=[C:21]([C:18]3[N:17]=[C:16]([C:9]4[S:10][C:11]([C:12]([F:15])([F:14])[F:13])=[C:7]([C:1]5[CH:2]=[CH:3][CH:4]=[CH:5][CH:6]=5)[CH:8]=4)[O:20][N:19]=3)[CH:22]=2)[NH:26][CH:25]=1. Reactants: C1=CC=CC2=CC3=CC=CC=C3C=C12 (anthracene), [Mg] (magnesium), CI (methyliodide), C1=CC=CC1 (cyclopentadiene), Cl[Ti](Cl)(Cl)Cl (TiCl4). Solvent: C1CCOC1 (THF). Run at temperature 69 celsius. Yields the product C1=CC=CC1=C.C1(C=CC=C1)[Ti]C1C=CC=C1 ((bis-cyclopentadienyl-titanium)-fulvene). Isolated yield 1863.7%. RXN SMILES: [CH:1]1[C:14]2[C:5](=C[C:7]3[C:12]([CH:13]=2)=CC=CC=3)C=CC=1.[CH:15]1[CH2:19][CH:18]=[CH:17][CH:16]=1.[Mg].CI.Cl[Ti:24](Cl)(Cl)Cl>C1COCC1>[CH:5]1[C:14](=[CH2:1])[CH:13]=[CH:12][CH:7]=1.[CH:16]1([Ti:24][CH:7]2[CH:12]=[CH:13][CH:14]=[CH:5]2)[CH:15]=[CH:19][CH:18]=[CH:17]1 |f:6.7|. Reported procedure: Following the procedure of Example 1, 1.1 g (6.2 mMoles) of anthracene and 42.7 g of cyclopentadiene are added to 10.94 g (450 mMoles) of fine magnesium powder in 300 ml of THF, followed by activation with 0.1 ml of methyliodide and by treatment for 3 hours in an ultrasonic bath. 56.9 g (33 ml=300 mMoles) of TiCl4 are then added dropwise, which initiates an extremely vigorous reaction and an increase in temperature to 69° C. After the addition, the mixture is allowed to cool to 23° C. and 14.8 g... Starting materials: FC(F)(F)c1ccc(-c2cc(Cl)ncn2)cc1, Nc1cccc2nc[nH]c12. Yields the product FC(F)(F)c1ccc(-c2cc(Nc3cccc4[nH]cnc34)ncn2)cc1. As a reaction SMILES: [Cl:1][c:2]1[n:3][cH:4][n:5][c:6](-[c:8]2[cH:9][cH:10][c:11]([C:14]([F:15])([F:16])[F:17])[cH:12][cH:13]2)[cH:7]1.[NH2:18][c:19]1[cH:20][cH:21][cH:22][c:23]2[n:24][cH:25][nH:26][c:27]12>>[c:2]1([NH:18][c:19]2[cH:20][cH:21][cH:22][c:23]3[nH:24][cH:25][n:26][c:27]23)[n:3][cH:4][n:5][c:6](-[c:8]2[cH:9][cH:10][c:11]([C:14]([F:15])([F:16])[F:17])[cH:12][cH:13]2)[cH:7]1. Starting materials: CCOC(=O)C (AcOEt), COC=1C=C(C=CC1OC)SCCN (2-(3,4-dimethoxy-phenylsulfanyl)-ethylamine), TEA, COC=1C=C(C=CC1OC)CC(=O)Cl (3,4-dimethoxyphenylacetylchloride), O (H2O). Solvent: C1CCOC1 (THF). Run at time 20 hour. Product: COC=1C=C(C=CC1OC)CC(=O)NCCSC1=CC(=C(C=C1)OC)OC (2-(3,4-Dimethoxy-phenyl)-N-[2-(3,4-dimethoxy-phenylsulfanyl)-ethyl]-acetamide). Isolated yield 97.2%. As a reaction SMILES: [CH3:1][O:2][C:3]1[CH:4]=[C:5]([S:11][CH2:12][CH2:13][NH2:14])[CH:6]=[CH:7][C:8]=1[O:9][CH3:10].[CH3:15][O:16][C:17]1[CH:18]=[C:19]([CH2:25][C:26](Cl)=[O:27])[CH:20]=[CH:21][C:22]=1[O:23][CH3:24].O.CCOC(C)=O>C1COCC1>[CH3:15][O:16][C:17]1[CH:18]=[C:19]([CH2:25][C:26]([NH:14][CH2:13][CH2:12][S:11][C:5]2[CH:6]=[CH:7][C:8]([O:9][CH3:10])=[C:3]([O:2][CH3:1])[CH:4]=2)=[O:27])[CH:20]=[CH:21][C:22]=1[O:23][CH3:24]. Reported procedure: To a cold (0° C.) solution of 2-(3,4-dimethoxy-phenylsulfanyl)-ethylamine (3.97 g, 18.6 mmol) in anhydrous THF (49 ml), were added TEA (3.11 ml, 18.6 mmol) and portionwise 3,4-dimethoxyphenylacetylchloride (4.0 g, 18.6 mmol). The resulting mixture was stirred at RT for 20 h under nitrogen. The mixture was combined with H2O and extracted three times with CH2Cl2. The combined organic phases were dried over anhydrous MgSO4, filtered and concentrated to give a crude solid. Flash chromatography (AcOE... RXN SMILES: [C-:16]#[N:17].[I:1][c:2]1[c:3]([NH2:11])[cH:4][cH:5][c:6]([N+:8](=[O:9])[O-:10])[cH:7]1.[K:18][C:19]#[N:20].[N:12]([O-:13])=[O:14].[Na+:15].[OH2:21]>>[I:1][c:2]1[c:3]([C:19]#[N:20])[cH:4][cH:5][c:6]([N+:8](=[O:9])[O-:10])[cH:7]1. The product is N#Cc1ccc([N+](=O)[O-])cc1I. The reactants are [C-]#N, Nc1ccc([N+](=O)[O-])cc1I, N#C[K], O=N[O-], [Na+], O. Starting materials: [C@H]12CNCC[C@@H]2CN1C(=O)C1=C(C=CC=C1N1N=CC=N1)F ((1S,6R)-3,8-Diazabicyclo[4.2.0]octan-8-yl(2-fluoro-6-(2H-1,2,3-triazol-2-yl)phenyl)methanone), FC1=C(C(=O)O)C(=CC=C1)N1N=CC=N1 (2-fluoro-6-(2H-1,2,3-triazol-2-yl)benzoic acid). Product: [C@H]12CNCC[C@@H]2CN1C(=O)C1=C(C=CC(=C1)F)N1N=CC=N1 ((1S,6R)-3,8-Diazabicyclo[4.2.0]octan-8-yl(5-fluoro-2-(2H-1,2,3-triazol-2-yl)phenyl)methanone). RXN SMILES: [C@H:1]12[N:8]([C:9]([C:11]3[C:16]([N:17]4[N:21]=[CH:20][CH:19]=[N:18]4)=[CH:15][CH:14]=[CH:13][C:12]=3F)=[O:10])[CH2:7][C@H:6]1[CH2:5][CH2:4][NH:3][CH2:2]2.[F:23]C1C=CC=C(N2N=CC=N2)C=1C(O)=O>>[C@H:1]12[N:8]([C:9]([C:11]3[CH:12]=[C:13]([F:23])[CH:14]=[CH:15][C:16]=3[N:17]3[N:21]=[CH:20][CH:19]=[N:18]3)=[O:10])[CH2:7][C@H:6]1[CH2:5][CH2:4][NH:3][CH2:2]2. Procedure: The title compound was prepared in a manner analogous to Intermediate 28, substituting 5-fluoro-6-(2H-1,2,3-triazol-2-yl)benzoic acid for 2-fluoro-6-(2H-1,2,3-triazol-2-yl)benzoic acid. MS (ESI) mass calcd. C15H16FN5O, 301.32; m/z found 302.0 [M+H]+. Reactants: NC1=CC(=NC(=C1C#N)C1=CC=CC=C1)N (4,6-diamino-2-phenyl-nicotinonitrile), O(C)C1=C(C=C(C=C1)OC)CC(=O)Cl ((2,5-dimethoxylphenyl)acetyl chloride), N1=CC=CC=C1 (pyridine). Solvent: C(Cl)Cl (CH2Cl2). Run at time 10 minute. Product: NC1=CC(=NC(=C1C#N)C1=CC=CC=C1)NC(CC1=C(C=CC(=C1)OC)OC)=O (N-(4-amino-5-cyano-6-phenylpyridin-2-yl)-2-(2,5-dimethoxyphenyl)acetamide). The yield is 11.8%. RXN SMILES: [NH2:1][C:2]1[C:7]([C:8]#[N:9])=[C:6]([C:10]2[CH:15]=[CH:14][CH:13]=[CH:12][CH:11]=2)[N:5]=[C:4]([NH2:16])[CH:3]=1.[O:17]([C:19]1[CH:24]=[CH:23][C:22]([O:25][CH3:26])=[CH:21][C:20]=1[CH2:27][C:28](Cl)=[O:29])[CH3:18].N1C=CC=CC=1>C(Cl)Cl>[NH2:1][C:2]1[C:7]([C:8]#[N:9])=[C:6]([C:10]2[CH:15]=[CH:14][CH:13]=[CH:12][CH:11]=2)[N:5]=[C:4]([NH:16][C:28](=[O:29])[CH2:27][C:20]2[CH:21]=[C:22]([O:25][CH3:26])[CH:23]=[CH:24][C:19]=2[O:17][CH3:18])[CH:3]=1. Procedure: To a solution of 50 mg (0.24 mmol) of 4,6-diamino-2-phenyl-nicotinonitrile in 2 mL of CH2Cl2 was added 150 mg (0.70 mmol) of (2,5-dimethoxyphenyl)acetyl chloride (Example 68A), then 100 μL (1.23 mmol) of pyridine. The mixture was stirred at ambient temperature for 10 minutes then the solvent was removed under reduced pressure. The residue was taken up in 10 mL of ethyl acetate, then extracted with 1 M HCl(aq.) (2×5 mL), saturated NaHCO3(aq) (2×5 mL), and brine (1×5 mL), dried over MgSO4, filtere... The reactants are C(C)(=O)C1=CC2=C(O1)C(=CC=C2)C2=C(C(=CC(=C2)CC)C(C)(C)C)OCCC (2-acetyl-7-(2-propoxy-3-tert-butyl-5-ethylphenyl) benzo[b]furan), O (water), [H-].[Na+] (NaH), CCOC(=O)C(F)P(=O)(OCC)OCC (triethyl 2-fluoro-2-phosphonoacetate). The solvent is CN(C)C=O (DMF), CN(C)C=O (DMF). Run at time 15 minute. Product: C(C)OC(C(=C(C)C1=CC2=C(O1)C(=CC=C2)C2=C(C(=CC(=C2)CC)C(C)(C)C)OCCC)F)=O (2-fluoro-3-[7-(2-propoxy-3-tert-butyl-5-ethylphenyl)-benzo[b]furan-2-yl]-but-2-enoic acid ethyl ester). As a reaction SMILES: [H-].[Na+].[CH3:3][CH2:4][O:5][C:6]([CH:8](P(OCC)(OCC)=O)[F:9])=[O:7].[C:18]([C:21]1[O:25][C:24]2[C:26]([C:30]3[CH:35]=[C:34]([CH2:36][CH3:37])[CH:33]=[C:32]([C:38]([CH3:41])([CH3:40])[CH3:39])[C:31]=3[O:42][CH2:43][CH2:44][CH3:45])=[CH:27][CH:28]=[CH:29][C:23]=2[CH:22]=1)(=O)[CH3:19].O>CN(C=O)C>[CH2:4]([O:5][C:6](=[O:7])[C:8]([F:9])=[C:18]([C:21]1[O:25][C:24]2[C:26]([C:30]3[CH:35]=[C:34]([CH2:36][CH3:37])[CH:33]=[C:32]([C:38]([CH3:41])([CH3:40])[CH3:39])[C:31]=3[O:42][CH2:43][CH2:44][CH3:45])=[CH:27][CH:28]=[CH:29][C:23]=2[CH:22]=1)[CH3:19])[CH3:3] |f:0.1|. Procedure: To a mixture of 43 mg (0.89 mmol) of NaH in 1 mL of dry DMF was added 216 mg (0.89 mmol, 0.15 mL) of triethyl 2-fluoro-2-phosphonoacetate diluted in 1 mL of dry DMP at 0° C. After the gas evolution ceased, the solution was stirred at this temperature for 15 minutes and 0.296 mmol of 2-acetyl-7-(2-propoxy-3-tert-butyl-5-ethylphenyl) benzo[b]furan diluted in 1 mL of dry DMF was added dropwise. The reddish solution was stirred to 0° C. until completion (TLC monitoring). After cooling, water was add... Starting materials: C(C)(C)(C)OC(N[C@@H]1CC[C@H](CC1)C(NC(C)C)=O)=O (trans (4-isopropylcarbamoyl-cyclohexyl)-carbamic acid tert-butyl ester), C(=O)(C(F)(F)F)O (TFA). Solvent: C(Cl)Cl (DCM). Product: C(C)(C)NC(=O)[C@@H]1CC[C@H](CC1)N (trans 4-amino-cyclohexanecarboxylic acid isopropylamide). Isolated yield 45.7%. RXN SMILES: C(OC(=O)[NH:7][C@H:8]1[CH2:13][CH2:12][C@H:11]([C:14](=[O:19])[NH:15][CH:16]([CH3:18])[CH3:17])[CH2:10][CH2:9]1)(C)(C)C.C(O)(C(F)(F)F)=O>C(Cl)Cl>[CH:16]([NH:15][C:14]([C@H:11]1[CH2:10][CH2:9][C@H:8]([NH2:7])[CH2:13][CH2:12]1)=[O:19])([CH3:18])[CH3:17]. Procedure details: A mixture of trans (4-isopropylcarbamoyl-cyclohexyl)-carbamic acid tert-butyl ester (1.35 g, 4.75 mmoll) in DCM (25 ml) was treated with TFA (5 ml) at ambient temperature for 1 hour. The solvent was evaporated under vacuum and the residues diluted with water and extracted into ethyl acetate. The combined organic extracts were washed with 1M sodium hydroxide, water and brine, dried with magnesium sulfate and concentrated under vacuum affording 400 mg (46%) of trans 4-amino-cyclohexanecarboxylic a...